Dataset: the Open Reaction Database (ORD), a public repository of structured organic reaction records. Task: describe an organic reaction: reactants, conditions, products, and yield Reactants: FC1=CC=C(C=C1)O (4-fluorophenol), BrC1=NC=C(C=C1)Br (2,5-dibromopyridine), CN(C=O)C (N,N-dimethylformamide), [H-].[Na+] (sodium hydride). The solvent is O (water). Reaction conditions: time 10 minute. Yields the product BrC=1C=CC(=NC1)OC1=CC=C(C=C1)F (5-Bromo-2-(4-fluoro-phenoxy)-pyridine). Isolated yield 74.6%. Reaction SMILES: [F:1][C:2]1[CH:7]=[CH:6][C:5]([OH:8])=[CH:4][CH:3]=1.Br[C:10]1[CH:15]=[CH:14][C:13]([Br:16])=[CH:12][N:11]=1.CN(C)C=O.[H-].[Na+]>O>[Br:16][C:13]1[CH:14]=[CH:15][C:10]([O:8][C:5]2[CH:6]=[CH:7][C:2]([F:1])=[CH:3][CH:4]=2)=[N:11][CH:12]=1 |f:3.4|. Procedure details: To a mixture of 4-fluorophenol (2.1 g, 19 mmol), 2,5-dibromopyridine (3.0 g, 13 mmol) and N,N-dimethylformamide (30 mL) was added sodium hydride (730 mg, 15 mmol, 50% in oil) at 0° C., which was stirred for 10 minutes at room temperature. The reaction mixture was then stirred for 5 hours at 110° C. The reaction mixture was cooled to room temperature and water was added thereto, followed by extraction with ethyl acetate. The organic layer was washed with water twice, and then washed with saturate... Reported procedure: 2-Pentadecyl-1-naphthol (48 , 135 mmol) was dissolved in acetic acid with slight warming. Chromic oxide (55.5 g, 555 mmol) was dissolved in 50 ml water and then 50 ml acetic acid was added. This chromic oxide solution was then added dropwise with stirring to the solution of the pentadecylnaphthol maintaining the temperature between 45°-50° C. The mixture was then stirred for several hours while slowly cooling to room temperature. The pentadecylnaphthoquinone, which had crystallized from solution... The reactants are Chromic oxide, C(CCCCCCCCCCCCCC)C1=C(C2=CC=CC=C2C=C1)O (pentadecylnaphthol), C(CCCCCCCCCCCCCC)C1=C(C2=CC=CC=C2C=C1)O (2-Pentadecyl-1-naphthol), C(C)(=O)O (acetic acid), chromic oxide, C(C)(=O)O (acetic acid). Yields the product C(CCCCCCCCCCCCCC)C=1C(C2=CC=CC=C2C(C1)=O)=O (2-Pentadecyl-1,4-naphthoquinone). As a reaction SMILES: [CH2:1]([C:16]1[CH:25]=[CH:24][C:23]2[C:18](=[CH:19][CH:20]=[CH:21][CH:22]=2)[C:17]=1[OH:26])[CH2:2][CH2:3][CH2:4][CH2:5][CH2:6][CH2:7][CH2:8][CH2:9][CH2:10][CH2:11][CH2:12][CH2:13][CH2:14][CH3:15].C(O)(=[O:29])C>O>[CH2:1]([C:16]1[C:17](=[O:26])[C:18]2[C:23]([C:24](=[O:29])[CH:25]=1)=[CH:22][CH:21]=[CH:20][CH:19]=2)[CH2:2][CH2:3][CH2:4][CH2:5][CH2:6][CH2:7][CH2:8][CH2:9][CH2:10][CH2:11][CH2:12][CH2:13][CH2:14][CH3:15]. Solvent: O (water). Starting materials: ClC=1C=CC2=C(C(=CCC(N2)=S)C2=C(C=CC=C2)F)C1 (7-chloro-5-(2-fluorophenyl)-1,3-dihydro-2H-1-benzazepine-2-thione), C(C1=CC=NC=C1)(=O)NN (isonicotinic acid hydrazide). Solvent: C(CCC)O (n-butanol). Product: ClC=1C=CC2=C(C(=CCC=3N2C(=NN3)C3=CC=NC=C3)C3=C(C=CC=C3)F)C1 (8-chloro-6-(2-fluorophenyl)-1-(4-pyridyl)-4H-s-triazolo[4,3-a][1]benzazepine). RXN SMILES: [Cl:1][C:2]1[CH:3]=[CH:4][C:5]2[NH:11][C:10](=S)[CH2:9][CH:8]=[C:7]([C:13]3[CH:18]=[CH:17][CH:16]=[CH:15][C:14]=3[F:19])[C:6]=2[CH:20]=1.[C:21]([NH:29][NH2:30])(=O)[C:22]1[CH:27]=[CH:26][N:25]=[CH:24][CH:23]=1>C(O)CCC>[Cl:1][C:2]1[CH:3]=[CH:4][C:5]2[N:11]3[C:21]([C:22]4[CH:27]=[CH:26][N:25]=[CH:24][CH:23]=4)=[N:29][N:30]=[C:10]3[CH2:9][CH:8]=[C:7]([C:13]3[CH:18]=[CH:17][CH:16]=[CH:15][C:14]=3[F:19])[C:6]=2[CH:20]=1. Procedure details: 6 g of 7-chloro-5-(2-fluorophenyl)-1,3-dihydro-2H-1-benzazepine-2-thione and 27 g of isonicotinic acid hydrazide are dissolved together in 360 ml of n-butanol and heated to boiling under reflux for 24 hours. After evaporation of the resulting solution in vacuo, the residue is partitioned between toluene and water. The toluene phase is concentrated to about 100 ml. The precipitated crystals are filtered off and recrystallized from benzene. There is obtained 8-chloro-6-(2-fluorophenyl)-1-(4-pyridy... The reactants are C(C)OC(=O)C=1C=C(OCC(=O)O)C=CC1 ([3-(ethoxycarbonyl)phenoxy]acetic acid), C(N)N (methylenediamine). Yields the product C(NC(COC=1C=C(C(=O)O)C=CC1)=O)NC(COC=1C=C(C(=O)O)C=CC1)=O (3,3′-{methylenebis[imino(2-oxoethane-2,1-diyl)oxy]}dibenzoic acid). As a reaction SMILES: C([O:3][C:4]([C:6]1[CH:7]=[C:8]([CH:14]=[CH:15][CH:16]=1)[O:9][CH2:10][C:11]([OH:13])=O)=[O:5])C.[CH2:17]([NH2:19])[NH2:18]>>[CH2:17]([NH:19][C:11](=[O:13])[CH2:10][O:9][C:8]1[CH:7]=[C:6]([CH:16]=[CH:15][CH:14]=1)[C:4]([OH:3])=[O:5])[NH:18][C:11](=[O:13])[CH2:10][O:9][C:8]1[CH:7]=[C:6]([CH:16]=[CH:15][CH:14]=1)[C:4]([OH:5])=[O:3]. Procedure details: By following the processes described in stages A to C of Example R13, Example R37 is prepared by dimerization of [3-(ethoxycarbonyl)phenoxy]acetic acid with methylenediamine. A white powder is obtained. The reactants are C(#N)C=1C=CC2=C(C(=C(O2)C(C2CCCCC2)NC2=CC=C(C=C2)C(=O)N(CCC(=O)OCC)C)C)C1 (ethyl 3-{[(4-{[(5-cyano-3-methyl-1-benzofuran-2-yl)(cyclohexyl)methyl]amino}phenyl)carbonyl](methyl)amino}-propanoate), O1CCCC1 (tetrahydrofuran), [OH-].[Li+] (lithium hydroxide). Solvent: C(C)O (ethanol). Run at time 3 hour. Yields the product C(#N)C=1C=CC2=C(C(=C(O2)C(C2CCCCC2)NC2=CC=C(C=C2)C(=O)N(CCC(=O)O)C)C)C1 (3-{[(4-{[(5-cyano-3-methyl-1-benzofuran-2-yl)(cyclohexyl)methyl]amino}phenyl)carbonyl](methyl)amino}-propanoic acid). Yield: 89.5%. Reaction SMILES: [C:1]([C:3]1[CH:4]=[CH:5][C:6]2[O:10][C:9]([CH:11]([NH:18][C:19]3[CH:24]=[CH:23][C:22]([C:25]([N:27]([CH3:35])[CH2:28][CH2:29][C:30]([O:32]CC)=[O:31])=[O:26])=[CH:21][CH:20]=3)[CH:12]3[CH2:17][CH2:16][CH2:15][CH2:14][CH2:13]3)=[C:8]([CH3:36])[C:7]=2[CH:37]=1)#[N:2].O1CCCC1.[OH-].[Li+]>C(O)C>[C:1]([C:3]1[CH:4]=[CH:5][C:6]2[O:10][C:9]([CH:11]([NH:18][C:19]3[CH:20]=[CH:21][C:22]([C:25]([N:27]([CH3:35])[CH2:28][CH2:29][C:30]([OH:32])=[O:31])=[O:26])=[CH:23][CH:24]=3)[CH:12]3[CH2:17][CH2:16][CH2:15][CH2:14][CH2:13]3)=[C:8]([CH3:36])[C:7]=2[CH:37]=1)#[N:2] |f:2.3|. Reported procedure: To a mixture of ethyl 3-{[(4-{[(5-cyano-3-methyl-1-benzofuran-2-yl)(cyclohexyl)methyl]amino}phenyl)carbonyl](methyl)amino}-propanoate (193 mg) synthesized above, tetrahydrofuran (5 mL) and ethanol (5 mL) was added 1N lithium hydroxide aqueous solution (770 μL), and the mixture was stirred at room temperature for 3 hr, and concentrated under reduced pressure. The residue was dissolved in water (10 mL), and 1N hydrochloric acid (770 μL) was added at 0° C. The resulting precipitate was collected by... Reactants: CCO, Cc1ccccc1, COc1cc2nccc(Oc3ccc(N)cc3Cl)c2cc1OC, CCC(Oc1ccccc1)C(=O)Cl, CCC(Oc1ccccc1)C(=O)N=C=S, CCC(Oc1ccccc1)C(=O)O, O=S(Cl)Cl. Yields the product CCC(Oc1ccccc1)C(=O)NC(=S)Nc1ccc(Oc2ccnc3cc(OC)c(OC)cc23)c(Cl)c1. Reaction SMILES: [CH3:69][CH2:70][OH:71].[CH3:72][c:73]1[cH:74][cH:75][cH:76][cH:77][cH:78]1.[Cl:46][c:47]1[cH:48][c:49]([NH2:50])[cH:51][cH:52][c:53]1[O:54][c:55]1[cH:56][cH:57][n:58][c:59]2[cH:60][c:61]([O:67][CH3:68])[c:62]([O:65][CH3:66])[cH:63][c:64]12.[O:18]([CH:19]([CH2:20][CH3:21])[C:22]([Cl:23])=[O:24])[c:25]1[cH:26][cH:27][cH:28][cH:29][cH:30]1.[O:31]([c:32]1[cH:33][cH:34][cH:35][cH:36][cH:37]1)[CH:38]([C:39](=[O:40])[N:41]=[C:42]=[S:43])[CH2:44][CH3:45].[O:5]([CH:6]([CH2:7][CH3:8])[C:9]([OH:10])=[O:11])[c:12]1[cH:13][cH:14][cH:15][cH:16][cH:17]1.[S:1]([Cl:2])([Cl:3])=[O:4]>>[O:31]([c:32]1[cH:33][cH:34][cH:35][cH:36][cH:37]1)[CH:38]([C:39](=[O:40])[NH:41][C:42](=[S:43])[NH:50][c:49]1[cH:48][c:47]([Cl:46])[c:53]([O:54][c:55]2[cH:56][cH:57][n:58][c:59]3[cH:60][c:61]([O:67][CH3:68])[c:62]([O:65][CH3:66])[cH:63][c:64]23)[cH:52][cH:51]1)[CH2:44][CH3:45].